From a dataset of the Open Reaction Database (ORD), a public repository of structured organic reaction records. describe an organic reaction: reactants, conditions, products, and yield The reactants are C=CCOC1CC(C)(C)N(OCC(C)(C)O)C(C)(C)C1, C[SiH](C)C, CC(C)O. Reaction SMILES: [CH2:1]([CH:2]=[CH2:3])[O:4][CH:5]1[CH2:6][C:7]([CH3:19])([CH3:20])[N:8]([O:13][CH2:14][C:15]([CH3:16])([CH3:17])[OH:18])[C:9]([CH3:11])([CH3:12])[CH2:10]1.[CH3:21][SiH:22]([CH3:23])[CH3:24].[CH:25]([OH:26])([CH3:27])[CH3:28]>>[CH2:1]([CH2:2][CH2:3][Si:22]([CH3:21])([CH3:23])[CH3:24])[O:4][CH:5]1[CH2:6][C:7]([CH3:19])([CH3:20])[N:8]([O:13][CH2:14][C:15]([CH3:16])([CH3:17])[OH:18])[C:9]([CH3:11])([CH3:12])[CH2:10]1. Product: CC(C)(O)CON1C(C)(C)CC(OCCC[Si](C)(C)C)CC1(C)C. The reactants are CC(=O)N1CCN(Cc2ccc(OC3CN(C(=O)OC(C)(C)C)C3)cc2)CC1, CO, Cl. The product is CC(=O)N1CCN(Cc2ccc(OC3CNC3)cc2)CC1. Reaction SMILES: [C:1]([CH3:2])(=[O:3])[N:4]1[CH2:5][CH2:6][N:7]([CH2:10][c:11]2[cH:12][cH:13][c:14]([O:15][CH:16]3[CH2:17][N:18]([C:20]([O:21][C:22]([CH3:23])([CH3:24])[CH3:25])=[O:26])[CH2:19]3)[cH:27][cH:28]2)[CH2:8][CH2:9]1.[CH3:30][OH:31].[ClH:29]>>[C:1]([CH3:2])(=[O:3])[N:4]1[CH2:5][CH2:6][N:7]([CH2:10][c:11]2[cH:12][cH:13][c:14]([O:15][CH:16]3[CH2:17][NH:18][CH2:19]3)[cH:27][cH:28]2)[CH2:8][CH2:9]1. Starting materials: O=C1CCC(=O)N1Br, COc1cc(Br)c(C)c(Br)c1, O=C(OOC(=O)c1ccccc1)c1ccccc1, ClC(Cl)(Cl)Cl. Yields the product COc1cc(Br)c(CBr)c(Br)c1. As a reaction SMILES: [Br:12][N:13]1[C:14](=[O:15])[CH2:16][CH2:17][C:18]1=[O:19].[Br:1][c:2]1[c:3]([CH3:11])[c:4]([Br:10])[cH:5][c:6]([O:8][CH3:9])[cH:7]1.[C:20]([O:21][O:22][C:23](=[O:24])[c:25]1[cH:26][cH:27][cH:28][cH:29][cH:30]1)(=[O:31])[c:32]1[cH:33][cH:34][cH:35][cH:36][cH:37]1.[Cl:38][C:39]([Cl:40])([Cl:41])[Cl:42]>>[Br:1][c:2]1[c:3]([CH2:11][Br:12])[c:4]([Br:10])[cH:5][c:6]([O:8][CH3:9])[cH:7]1.